This data is from the Open Reaction Database (ORD), a public repository of structured organic reaction records. The task is: describe an organic reaction: reactants, conditions, products, and yield The reactants are [N+](=O)([O-])CC1CC(CCC1(C1=CC=CC=C1)C1=CC=CC=C1)=O (3-nitromethyl-4,4-diphenylcyclohexanone), C(CO)O (ethylene glycol), Cl[Si](C)(C)C (chlorotrimethylsilane). The solvent is C(Cl)Cl (methylene chloride). The product is [N+](=O)([O-])CC1C2(OCCO2)CCCC1(C1=CC=CC=C1)C1=CC=CC=C1 ((RS)-6-Nitromethyl-7,7-diphenyl-1,4-dioxaspiro[4.5]decane). The yield is 80.3%. As a reaction SMILES: [N+:1]([CH2:4][CH:5]1[C:10]([C:17]2[CH:22]=[CH:21][CH:20]=[CH:19][CH:18]=2)([C:11]2[CH:16]=[CH:15][CH:14]=[CH:13][CH:12]=2)[CH2:9][CH2:8][C:7](=O)[CH2:6]1)([O-:3])=[O:2].[CH2:24]([OH:27])[CH2:25][OH:26].Cl[Si](C)(C)C>C(Cl)Cl>[N+:1]([CH2:4][CH:5]1[C:10]([C:17]2[CH:22]=[CH:21][CH:20]=[CH:19][CH:18]=2)([C:11]2[CH:16]=[CH:15][CH:14]=[CH:13][CH:12]=2)[CH2:9][CH2:8][CH2:7][C:6]21[O:27][CH2:24][CH2:25][O:26]2)([O-:3])=[O:2]. Reported procedure: A solution of 3-nitromethyl-4,4-diphenylcyclohexanone (69 g), ethylene glycol (30.48 g) and chlorotrimethylsilane (106.8 g) in anhydrous methylene chloride (1 liter) is brought to reflux for 2 hours, then cooled to +25° C., washed with saturated aqueous sodium hydrogen carbonate solution (600 cc) and then with saturated aqueous sodium chloride solution (300 cc), dried over magnesium sulphate, filtered and concentrated to dryness under reduced pressure (2.7 kPa). The residue is chromatographed on... The reactants are COCOc1ccc(C=O)cc1N(C)C, CO, CO, Cl, Nc1ccccc1, [Na+], O, O=C([O-])O. The product is COCOc1ccc(CNc2ccccc2)cc1N(C)C. Reaction SMILES: [CH3:1][N:2]([c:3]1[cH:4][c:5]([CH:6]=[O:7])[cH:8][cH:9][c:10]1[O:11][CH2:12][O:13][CH3:14])[CH3:15].[CH3:23][OH:24].[CH3:31][OH:32].[ClH:25].[NH2:16][c:17]1[cH:18][cH:19][cH:20][cH:21][cH:22]1.[Na+:26].[OH2:33].[OH:27][C:28](=[O:29])[O-:30]>>[CH3:1][N:2]([c:3]1[cH:4][c:5]([CH2:6][NH:16][c:17]2[cH:18][cH:19][cH:20][cH:21][cH:22]2)[cH:8][cH:9][c:10]1[O:11][CH2:12][O:13][CH3:14])[CH3:15]. The reactants are C1CCOC1, COc1cc(C=CC(=O)NC2CCC(C)CC2)ccc1OCCCl, [H-], [Na+], C1CSCN1. Reaction SMILES: [CH2:32]1[O:33][CH2:34][CH2:35][CH2:36]1.[CH3:1][CH:2]1[CH2:3][CH2:4][CH:5]([NH:8][C:9]([CH:10]=[CH:11][c:12]2[cH:13][c:14]([O:22][CH3:23])[c:15]([O:18][CH2:19][CH2:20][Cl:21])[cH:16][cH:17]2)=[O:24])[CH2:6][CH2:7]1.[H-:30].[Na+:31].[S:25]1[CH2:26][NH:27][CH2:28][CH2:29]1>>[CH3:1][CH:2]1[CH2:3][CH2:4][CH:5]([NH:8][C:9]([CH:10]=[CH:11][c:12]2[cH:13][c:14]([O:22][CH3:23])[c:15]([O:18][CH2:19][CH2:20][NH:27][CH2:28][CH2:29][SH:25])[cH:16][cH:17]2)=[O:24])[CH2:6][CH2:7]1. Product: COc1cc(C=CC(=O)NC2CCC(C)CC2)ccc1OCCNCCS. The reactants are COC(C[C@@H]1COC2=C1C=CC(=C2)O[C@@H]2CCC1=C(C(=CC=C21)C#N)Br)=O ({(S)-6-[(R)-4-bromo-5-cyano-indan-1-yloxy]-2,3-dihydro-benzofuran-3-yl}-acetic acid methyl ester), [Cl-].COC1=CC=C(C[Zn+])C=C1 (4-methoxy-benzylzinc chloride), Intermediate 1. The product is COC(C[C@@H]1COC2=C1C=CC(=C2)O[C@@H]2CCC1=C(C(=CC=C21)C#N)CC2=CC=C(C=C2)OC)=O ({(S)-6-[(R)-5-cyano-4-(4-methoxy-benzyl)-indan-1-yloxy]-2,3-dihydro-benzofuran-3-yl}-acetic acid methyl ester). RXN SMILES: [CH3:1][O:2][C:3](=[O:27])[CH2:4][C@H:5]1[C:9]2[CH:10]=[CH:11][C:12]([O:14][C@H:15]3[C:23]4[C:18](=[C:19](Br)[C:20]([C:24]#[N:25])=[CH:21][CH:22]=4)[CH2:17][CH2:16]3)=[CH:13][C:8]=2[O:7][CH2:6]1.[Cl-].[CH3:29][O:30][C:31]1[CH:38]=[CH:37][C:34]([CH2:35][Zn+])=[CH:33][CH:32]=1>>[CH3:1][O:2][C:3](=[O:27])[CH2:4][C@H:5]1[C:9]2[CH:10]=[CH:11][C:12]([O:14][C@H:15]3[C:23]4[C:18](=[C:19]([CH2:35][C:34]5[CH:37]=[CH:38][C:31]([O:30][CH3:29])=[CH:32][CH:33]=5)[C:20]([C:24]#[N:25])=[CH:21][CH:22]=4)[CH2:17][CH2:16]3)=[CH:13][C:8]=2[O:7][CH2:6]1 |f:1.2|. Reported procedure: The title compound is prepared from {(S)-6-[(R)-4-bromo-5-cyano-indan-1-yloxy]-2,3-dihydro-benzofuran-3-yl}-acetic acid methyl ester and 4-methoxy-benzylzinc chloride following a procedure analogous to that described in Step 6 of Intermediate 1. LC (method 4): tR=1.22 min; Mass spectrum (ESI+): m/z=492 [M+Na]+.